From a dataset of the Open Reaction Database (ORD), a public repository of structured organic reaction records. describe an organic reaction: reactants, conditions, products, and yield Reactants: C(C=C)ON1[C@@H]2C(=C[C@H](N(C1=O)C2)C(=O)N)C ((2S,5R)-6-(allyloxy)-4-methyl-7-oxo-1,6-diazabicyclo[3.2.1]oct-3-ene-2-carboxamide), C(C1=CC=CC=C1)ON[C@@H]1C(=C[C@H](NC1)C(=O)N)CC[N+](=O)[O-] ((2S,5R)-5-(benzyloxyamino)-4-(2-nitroethyl)-1,2,5,6-tetrahydropyridine-2-carboxamide), C(C1=CC=CC=C1)ON[C@@H]1C(=C[C@H](NC1)C(=O)N)CC[N+](=O)[O-] ((2S,5R)-5-(benzyloxyamino)-4-(2-nitroethyl)-1,2,5,6-tetrahydropyridine-2-carboxamide). Yields the product C(C1=CC=CC=C1)ON1[C@@H]2C(=C[C@H](N(C1=O)C2)C(=O)N)CC[N+](=O)[O-] ((2S,5R)-6-(benzyloxy)-4-(2-nitroethyl)-7-oxo-1,6-diazabicyclo[3.2.1]oct-3-ene-2-carboxamide), oil. Yield: 79.0%. Reaction SMILES: [CH2:1]([O:8][NH:9][C@H:10]1[CH2:15][NH:14][C@H:13]([C:16]([NH2:18])=[O:17])[CH:12]=[C:11]1[CH2:19][CH2:20][N+:21]([O-:23])=[O:22])[C:2]1[CH:7]=[CH:6][CH:5]=[CH:4][CH:3]=1.[CH2:24]([O:27]N1C(=O)N2C[C@H]1C(C)=C[C@H]2C(N)=O)C=C>>[CH2:1]([O:8][N:9]1[C:24](=[O:27])[N:14]2[CH2:15][C@H:10]1[C:11]([CH2:19][CH2:20][N+:21]([O-:23])=[O:22])=[CH:12][C@H:13]2[C:16]([NH2:18])=[O:17])[C:2]1[CH:3]=[CH:4][CH:5]=[CH:6][CH:7]=1. Procedure details: The title compound was prepared from (2S,5R)-5-(benzyloxyamino)-4-(2-nitroethyl)-1,2,5,6-tetrahydropyridine-2-carboxamide (Intermediate 225, 0.600 g, 1.87 mmol) according to the procedure described for Intermediate 16. The desired product was obtained as a light yellow oil (0.510 g, 79%).